From a dataset of the Open Reaction Database (ORD), a public repository of structured organic reaction records. describe an organic reaction: reactants, conditions, products, and yield The reactants are Cc1ccccc1, [H-], BrCc1ccc(I)cc1, [Na+], CN(C)C=O, O, COC(=O)C(C)(C)O. Product: COC(=O)C(C)(C)OCc1ccc(I)cc1. RXN SMILES: [CH3:20][c:21]1[cH:22][cH:23][cH:24][cH:25][cH:26]1.[H-:1].[I:11][c:12]1[cH:13][cH:14][c:15]([CH2:16][Br:17])[cH:18][cH:19]1.[Na+:2].[O:27]=[CH:28][N:29]([CH3:30])[CH3:31].[OH2:32].[OH:3][C:4]([C:5](=[O:6])[O:7][CH3:8])([CH3:9])[CH3:10]>>[O:3]([C:4]([C:5](=[O:6])[O:7][CH3:8])([CH3:9])[CH3:10])[CH2:16][c:15]1[cH:14][cH:13][c:12]([I:11])[cH:19][cH:18]1. Starting materials: CC1(OC[C@@H](O1)CO)C (((S)-2,2-dimethyl-[1,3]dioxolan-4-yl)-methanol), C1(=CC=CC=C1)P(C1=CC=CC=C1)C1=CC=CC=C1 (triphenylphosphine), C(C)OC(=O)N=NC(=O)OCC (diethyl azodicarboxylic acid), ClC1=CC=C2C=3C(C4=C(C(C3NC2=C1F)(C)C)C=C(C=C4)O)=O (3-Chloro-4-fluoro-8-hydroxy-6,6-dimethyl-5,6-dihydro-benzo[b]carbazol-11-one). Run in C1CCOC1 (THF). Conditions: temperature 40 celsius, time 5 hour. Yields the product ClC1=CC=C2C=3C(C4=C(C(C3NC2=C1F)(C)C)C=C(C=C4)OC[C@@H]4OC(OC4)(C)C)=O (3-chloro-8-((S)-2,2-dimethyl-[1,3]dioxolan-4-yl methoxy)-4-fluoro-6,6-dimethyl-5,6-dihydro-benzo[b]carbazol-11-one). RXN SMILES: [Cl:1][C:2]1[C:14]([F:15])=[C:13]2[C:5]([C:6]3[C:7](=[O:23])[C:8]4[CH:21]=[CH:20][C:19]([OH:22])=[CH:18][C:9]=4[C:10]([CH3:17])([CH3:16])[C:11]=3[NH:12]2)=[CH:4][CH:3]=1.[CH3:24][C:25]1([CH3:32])[O:29][C@@H:28]([CH2:30]O)[CH2:27][O:26]1.C1(P(C2C=CC=CC=2)C2C=CC=CC=2)C=CC=CC=1.C(OC(N=NC(OCC)=O)=O)C>C1COCC1>[Cl:1][C:2]1[C:14]([F:15])=[C:13]2[C:5]([C:6]3[C:7](=[O:23])[C:8]4[CH:21]=[CH:20][C:19]([O:22][CH2:30][C@H:28]5[CH2:27][O:26][C:25]([CH3:32])([CH3:24])[O:29]5)=[CH:18][C:9]=4[C:10]([CH3:17])([CH3:16])[C:11]=3[NH:12]2)=[CH:4][CH:3]=1. Reported procedure: 3-Chloro-4-fluoro-8-hydroxy-6,6-dimethyl-5,6-dihydro-benzo[b]carbazol-11-one (Compound S2-3, 20.0 mg, 0.061 mmol) was dissolved in THF (0.25 mL), added with ((S)-2,2-dimethyl-[1,3]dioxolan-4-yl)-methanol (9.8 μL, 0.079 mmol), triphenylphosphine (20.7 mg, 0.079 mmol) and diethyl azodicarboxylic acid (35.9 μl, 0.079 mmol), and then stirred at 40° C. for 5 hr. The reaction solution was concentrated under reduced pressure, and the resulting residues were purified by silica gel column chromatography ... The reactants are C1CCOC1, ClCCl, CC(N)C(F)(F)F, FC(F)(F)c1ccc(C2NCCc3ccccc32)cc1, O=C(n1ccnc1)n1ccnc1. Yields the product CC(NC(=O)N1CCc2ccccc2C1c1ccc(C(F)(F)F)cc1)C(F)(F)F. RXN SMILES: [CH2:43]1[O:44][CH2:45][CH2:46][CH2:47]1.[Cl:8][CH2:9][Cl:10].[F:1][C:2]([CH:3]([CH3:4])[NH2:5])([F:6])[F:7].[F:23][C:24]([c:25]1[cH:26][cH:27][c:28]([CH:31]2[NH:32][CH2:33][CH2:34][c:35]3[cH:36][cH:37][cH:38][cH:39][c:40]32)[cH:29][cH:30]1)([F:41])[F:42].[n:11]1([C:16]([n:12]2[cH:13][cH:14][n:15][cH:18]2)=[O:17])[cH:19][cH:20][n:21][cH:22]1>>[F:1][C:2]([CH:3]([CH3:4])[NH:5][C:16](=[O:17])[N:32]1[CH:31]([c:28]2[cH:27][cH:26][c:25]([C:24]([F:23])([F:41])[F:42])[cH:30][cH:29]2)[c:40]2[c:35]([cH:36][cH:37][cH:38][cH:39]2)[CH2:34][CH2:33]1)([F:6])[F:7]. Starting materials: CN(C)C=O, CCOC(=O)C(=C(c1ccc(F)cc1)c1ccc(F)cc1)c1nnn[nH]1, [H-], CC(C)I, [Na+]. The product is CCOC(=O)C(=C(c1ccc(F)cc1)c1ccc(F)cc1)c1nnn(C(C)C)n1. RXN SMILES: [CH3:33][N:34]([CH3:35])[CH:36]=[O:37].[F:1][c:2]1[cH:3][cH:4][c:5]([C:8](=[C:9]([C:10](=[O:11])[O:12][CH2:13][CH3:14])[c:15]2[n:16][n:17][n:18][nH:19]2)[c:20]2[cH:21][cH:22][c:23]([F:26])[cH:24][cH:25]2)[cH:6][cH:7]1.[H-:28].[I:29][CH:30]([CH3:31])[CH3:32].[Na+:27]>>[F:1][c:2]1[cH:3][cH:4][c:5]([C:8](=[C:9]([C:10](=[O:11])[O:12][CH2:13][CH3:14])[c:15]2[n:16][n:17][n:18]([CH:30]([CH3:31])[CH3:32])[n:19]2)[c:20]2[cH:21][cH:22][c:23]([F:26])[cH:24][cH:25]2)[cH:6][cH:7]1. Reactants: CC1=C(C=CC(=C1)Cl)OC (2-methyl-4-chloroanisole), COC(Cl)Cl (1,1-dichloromethyl methyl ether). The reagents and catalysts are [Ti](Cl)(Cl)(Cl)Cl (Titanium tetrachloride). Run in C(Cl)Cl (methylene chloride). Reaction conditions: temperature 0 celsius, time 30 minute. The product is ClC=1C=C(C(=C(C=O)C1)OC)C (5-Chloro-2-Methoxy-3-Methylbenzaldehyde). RXN SMILES: [CH3:1][C:2]1[CH:7]=[C:6]([Cl:8])[CH:5]=[CH:4][C:3]=1[O:9]C.[CH3:11][O:12][CH:13](Cl)Cl>C(Cl)Cl.[Ti](Cl)(Cl)(Cl)Cl>[Cl:8][C:6]1[CH:7]=[C:2]([CH3:1])[C:13]([O:12][CH3:11])=[C:4]([CH:5]=1)[CH:3]=[O:9]. Procedure: Titanium tetrachloride (21.6 g, 0.114 mole) was added to a solution of 2-methyl-4-chloroanisole (9 g, 0.057 mole) in methylene chloride at 0° C. Then, 1,1-dichloromethyl methyl ether (7.24 g, 0.063 mole) was added dropwise over a three minute period and the reaction mixture stirred at 0° C. for 30 minutes. The reaction was quenched by carefully pouring it into water (600 ml). The organic layer was separated and the aqueous phase extracted with methylene chloride (2×100 ml). The combined organic ... Starting materials: CCCCC1CCNCC1, O=c1[nH]c2ccccc2n1CCCCI. Yields the product CCCCC1CCN(CCCCn2c(=O)[nH]c3ccccc32)CC1. As a reaction SMILES: [CH2:1]([CH2:2][CH2:3][CH3:4])[CH:5]1[CH2:6][CH2:7][NH:8][CH2:9][CH2:10]1.[I:11][CH2:12][CH2:13][CH2:14][CH2:15][n:16]1[c:17](=[O:25])[nH:18][c:19]2[c:20]1[cH:21][cH:22][cH:23][cH:24]2>>[CH2:1]([CH2:2][CH2:3][CH3:4])[CH:5]1[CH2:6][CH2:7][N:8]([CH2:12][CH2:13][CH2:14][CH2:15][n:16]2[c:17](=[O:25])[nH:18][c:19]3[c:20]2[cH:21][cH:22][cH:23][cH:24]3)[CH2:9][CH2:10]1.